Dataset: the Open Reaction Database (ORD), a public repository of structured organic reaction records. Task: describe an organic reaction: reactants, conditions, products, and yield Reactants: O=C1CC(C1)C(=O)O (3-oxocyclobutanecarboxylic acid), C(CC)P1(OP(OP(O1)(CCC)=O)(CCC)=O)=O (2,4,6-tripropyl-1,3,5,2,4,6-trioxatriphosphorinane-2,4,6-trioxide), Intermediate 11, BrC1=CC(=C(CN2CCCC2)C=C1F)Cl (1-(4-Bromo-2-chloro-5-fluorobenzyl)pyrrolidine), CC(=O)C.C(=O)=O (acetone dry ice), [Li]CCCC (nBuLi), C(C(C)C)N (isobutylamine). The solvent is CCOC(=O)C (EtOAc), C1CCOC1 (THF). Run at time 15 minute. The product is C(C(C)C)NC(=O)C1CC(C1)(O)C1=C(C=C(C(=C1)Cl)CN1CCCC1)F (3-(5-Chloro-2-fluoro-4-pyrrolidin-1-ylmethyl-phenyl)-3-hydroxy-cyclobutanecarboxylic acid isobutyl-amide). Isolated yield 15.4%. RXN SMILES: Br[C:2]1[C:13]([F:14])=[CH:12][C:5]([CH2:6][N:7]2[CH2:11][CH2:10][CH2:9][CH2:8]2)=[C:4]([Cl:15])[CH:3]=1.CC(C)=O.C(=O)=O.[Li]CCCC.[O:28]=[C:29]1[CH2:32][CH:31]([C:33]([OH:35])=O)[CH2:30]1.[CH2:36]([NH2:40])[CH:37]([CH3:39])[CH3:38].C(P1(=O)OP(=O)(CCC)OP(=O)(CCC)O1)CC>C1COCC1.CCOC(C)=O>[CH2:36]([NH:40][C:33]([CH:31]1[CH2:30][C:29]([C:2]2[CH:3]=[C:4]([Cl:15])[C:5]([CH2:6][N:7]3[CH2:11][CH2:10][CH2:9][CH2:8]3)=[CH:12][C:13]=2[F:14])([OH:28])[CH2:32]1)=[O:35])[CH:37]([CH3:39])[CH3:38] |f:1.2|. Reported procedure: To Intermediate 11, 1-(4-Bromo-2-chloro-5-fluorobenzyl)pyrrolidine (4.0 g 13.7 mmol) in THF (34 mL) at −78° C. (acetone/dry ice bath) was added a solution of nBuLi (5.5 mL, 13.7 mmol, 2.5 M THF). After 15 min, a precooled (−78° C.) solution of 3-oxocyclobutanecarboxylic acid (0.78 g, 6.8 mmol, in 5 mL of THF) was added via cannula. The reaction was allowed to slowly warm to rt overnight. After approximately 16 h, isobutylamine (1.4 mL, 13.7 mmol) was added, followed by 2,4,6-tripropyl-1,3,5,2,4,... Yields the product C(\C=C/C(=O)O)(=O)O.C(C)OC(=O)N1N=C(C2=CC=C(C=C12)F)N1CCN(CC1)CCN1C(C=2C(C1=O)=CC=CC2)=O (N-[2-[4-(1-Ethoxycarbonyl-6-fluoro-1H-indazol-3-yl)-1-piperazinyl]ethyl]phthalimide maleate). Run in O (H2O). Procedure details: A mixture of N-[2-[4-(6-fluoro-1H-indazol-3-yl)-1-piperazinyl]ethyl]phthalimide (1.8 g, 4.6 mmol) and ethyl chloroformate (5.7 g, 52.3 mmol) was heated on a stream bath for 10 minutes. The reaction was cooled and an additional 2.3 g (20.9 mmol) ethyl chloroformate was added. The reaction was returned to the steam bath for 10 minutes longer and then cooled. The resultant solid was triturated with anhydrous Et2O and collected to yield 2.0 g. The solid was suspended in H2O (100 ml) and NaHCO3 was a... Reactants: C(=O)(O)[O-].[Na+] (NaHCO3), FC1=CC=C2C(=NNC2=C1)N1CCN(CC1)CCN1C(C=2C(C1=O)=CC=CC2)=O (N-[2-[4-(6-fluoro-1H-indazol-3-yl)-1-piperazinyl]ethyl]phthalimide), ClC(=O)OCC (ethyl chloroformate), ClC(=O)OCC (ethyl chloroformate). RXN SMILES: [F:1][C:2]1[CH:10]=[C:9]2[C:5]([C:6]([N:11]3[CH2:16][CH2:15][N:14]([CH2:17][CH2:18][N:19]4[C:23](=[O:24])[C:22]5=[CH:25][CH:26]=[CH:27][CH:28]=[C:21]5[C:20]4=[O:29])[CH2:13][CH2:12]3)=[N:7][NH:8]2)=[CH:4][CH:3]=1.Cl[C:31]([O:33][CH2:34][CH3:35])=[O:32].[C:36]([O-:39])([OH:38])=O.[Na+]>O>[C:23]([OH:32])(=[O:24])/[CH:22]=[CH:25]\[C:36]([OH:39])=[O:38].[CH2:34]([O:33][C:31]([N:8]1[C:9]2[C:5](=[CH:4][CH:3]=[C:2]([F:1])[CH:10]=2)[C:6]([N:11]2[CH2:16][CH2:15][N:14]([CH2:17][CH2:18][N:19]3[C:23](=[O:24])[C:22]4=[CH:25][CH:26]=[CH:27][CH:28]=[C:21]4[C:20]3=[O:29])[CH2:13][CH2:12]2)=[N:7]1)=[O:32])[CH3:35] |f:2.3,5.6|. Reaction conditions: time 10 minute. As a reaction SMILES: [NH:1]([C:12]([O:14][C:15]([CH3:18])([CH3:17])[CH3:16])=[O:13])[C@H:2]([C:9](O)=[O:10])[CH2:3][C:4]1N=CN[CH:5]=1.ON1[C:24]2[CH:25]=CC=[CH:28][C:23]=2N=N1.CN1CCO[CH2:32][CH2:31]1.CN(C)CCCN=C=NCC.C([O-])(O)=O.[Na+]>Cl>[C:15]([O:14][C:12]([NH:1][C@@H:2]([CH2:3][CH:4]1[CH2:5][CH2:25][CH2:24][CH2:23][CH2:28]1)[CH:9]([OH:10])[CH:31]=[CH2:32])=[O:13])([CH3:18])([CH3:17])[CH3:16] |f:4.5|. Run at temperature -23 celsius, time 16 hour. Yields the product C(C)(C)(C)OC(=O)N[C@H](C(C=C)O)CC1CCCCC1 (4(S)-t-Butyloxycarbonylamino-5-cyclohexyl-3(R,S)-hydroxyl-1-pentene). Isolated yield 117.5%. Run in Cl (HCl). Procedure details: The resultant compound from Example 13g (2.23 g, 4.87 mmol) was stirred for 1 h in 4.5M ethanolic HCl (15 ml). The solvent was evaporated with ether and toluene chasers and the residue was dissolved in dimethylformamide (25 ml) and treated with Boc-His-OH (1.37 g, 5.36 mmol) and 1-hydroxybenzotriazole (1.98 g, 14.6 mmol). The mixture was cooled to -23° C. and N-methylmorpholine (600 microliters, 5.46 mmol) was added followed by 1-(3-dimethylaminopropyl)-3-ethylcarbodiimide (1.05 g, 5.46 mmol). T... The reactants are CN1CCOCC1 (N-methylmorpholine), N([C@@H](CC1=CNC=N1)C(=O)O)C(=O)OC(C)(C)C (Boc-His-OH), ON1N=NC2=C1C=CC=C2 (1-hydroxybenzotriazole), resultant compound, CN(CCCN=C=NCC)C (1-(3-dimethylaminopropyl)-3-ethylcarbodiimide), C(=O)(O)[O-].[Na+] (NaHCO3).